Dataset: the Open Reaction Database (ORD), a public repository of structured organic reaction records. Task: describe an organic reaction: reactants, conditions, products, and yield Starting materials: N1CCC(CC1)C1=NC=C2C(N1)=CC(=N2)C=2OC=CC2 (2-(4-piperidylpyrrolo[4,5-d]pyrimidin-6-yl)furan), CCOC(=O)C (EtOAc), Cl (HCl). Solvent: CO (MeOH). Yields the product Cl.N1CCC(CC1)C1=NC=C2C(N1)=CC(=N2)C=2OC=CC2 (2-(4-Piperidylpyrrolo[4,5-d]pyrimidin-6-yl)furan Hydrochloride). Isolated yield 100.3%. Reaction SMILES: [NH:1]1[CH2:6][CH2:5][CH:4]([C:7]2[NH:12][C:11]3=[CH:13][C:14]([C:16]4[O:17][CH:18]=[CH:19][CH:20]=4)=[N:15][C:10]3=[CH:9][N:8]=2)[CH2:3][CH2:2]1.CCOC(C)=O.[ClH:27]>CO>[ClH:27].[NH:1]1[CH2:6][CH2:5][CH:4]([C:7]2[NH:12][C:11]3=[CH:13][C:14]([C:16]4[O:17][CH:18]=[CH:19][CH:20]=4)=[N:15][C:10]3=[CH:9][N:8]=2)[CH2:3][CH2:2]1 |f:4.5|. Procedure details: Using the method described in Example 30 by employing 2-(1-pyrrolidinylvinyl)furan (freshly prepared before use) (2.13 g, 13.1 mmol), 4,6-dichloro-5-nitropyrimidine (Aldrich Chemical Company) (2.51 g, 13.1 mmol), N,N-diisopropylethyl amine (Aldrich Chemical Company) (2.2 mL, 13.1 mmol), piperidine (Aldrich Chemical Company) (2.1 mL, 21.0 mmol), NEt3 (Aldrich Chemical Company) (2.0 mL) and SnCl2 (49 mL of a 2M solution in DMF). The residue was purified by flash chromatography on silica gel with 9... The reactants are ClC1=CC=NC2=CC=CC=C12 (4-chloroquinoline), ClC1=C(C=CC(=C1)I)C (2-chloro-4-iodo-toluene). Yields the product ClC1=CC(=NC2=CC=CC=C12)C1=CC(=C(C=C1)C)Cl (4-Chloro-2-(3-chloro-4-methyl-phenyl)-quinoline). RXN SMILES: [Cl:1][C:2]1[C:11]2[C:6](=[CH:7][CH:8]=[CH:9][CH:10]=2)[N:5]=[CH:4][CH:3]=1.[Cl:12][C:13]1[CH:18]=[C:17](I)[CH:16]=[CH:15][C:14]=1[CH3:20]>>[Cl:1][C:2]1[C:11]2[C:6](=[CH:7][CH:8]=[CH:9][CH:10]=2)[N:5]=[C:4]([C:17]2[CH:16]=[CH:15][C:14]([CH3:20])=[C:13]([Cl:12])[CH:18]=2)[CH:3]=1. Reported procedure: The title compound, m. p. 115-116° C., MS: m/e=288 (M+), was prepared from 4-chloroquinoline and 2-chloro-4-iodo-toluene. Procedure: A stirred solution of methyl 3-ethoxy-5-isoxazolecarboxylate, prepared according to Example 78, (3.00 g, 17.53 mmole) in 75 ml of 2N sodium hydroxide was stirred at room temperature for ten minutes, cooled in an icebath and acidified to pH 3 with concentrated hydrochloric acid. The precipitated solid was collected by filtration. The remaining desired product was isolated by saturating the aqueous filtrate with solid sodium chloride and extracting with ethyl acetate (3× 100 ml). A total of 2.46 g... As a reaction SMILES: [CH2:1]([O:3][C:4]1[CH:8]=[C:7]([C:9]([O:11]C)=[O:10])[O:6][N:5]=1)[CH3:2].Cl>[OH-].[Na+]>[CH2:1]([O:3][C:4]1[CH:8]=[C:7]([C:9]([OH:11])=[O:10])[O:6][N:5]=1)[CH3:2] |f:2.3|. Solvent: [OH-].[Na+] (sodium hydroxide). Yields the product C(C)OC1=NOC(=C1)C(=O)O (3-Ethoxy-5-isoxazolecarboxylic Acid). Reactants: C(C)OC1=NOC(=C1)C(=O)OC (methyl 3-ethoxy-5-isoxazolecarboxylate), Cl (hydrochloric acid).